From a dataset of the Open Reaction Database (ORD), a public repository of structured organic reaction records. describe an organic reaction: reactants, conditions, products, and yield Reactants: CO (methanol), CC=1N=CC(=NC1)C(=O)O (5-methylpyrazine-2-carboxylic acid), formula VIII. Product: COC(=O)C1=NC=C(N=C1)C (5-methylpyrazine-2-carboxylic acid methyl ester), ii. Reaction SMILES: [CH3:1][C:2]1[N:3]=[CH:4][C:5]([C:8]([OH:10])=[O:9])=[N:6][CH:7]=1.[CH3:11]O>>[CH3:11][O:9][C:8]([C:5]1[CH:4]=[N:3][C:2]([CH3:1])=[CH:7][N:6]=1)=[O:10]. Procedure: treating 5-methylpyrazine-2-carboxylic acid of the formula VIII: ##STR10## with methanol under reflux to obtain 5-methylpyrazine-2-carboxylic acid methyl ester of the formula VIII A ##STR11## ii) reacting 5-methylpyrazine-2-carboxylic acid methyl ester of the formula VIII A with 2-phenylethylamine of the formula II: ##STR12## at 100° to 200° C. to obtain 5-methylpyrazine 2-(2-phenylethyl) carboxamide of the formula IX: ##STR13## iii) chlorosulfonating the 5-methylpyrazine-2(2-phenylethyl)carboxa... The reactants are ClCCl, O=C(O)C(F)(F)F, CC(C)(C)OC(=O)N1CCC2(CCCN(Cc3ccccc3-n3nccn3)C2=O)CC1. Yields the product O=C1N(Cc2ccccc2-n2nccn2)CCCC12CCNCC2. RXN SMILES: [Cl:39][CH2:40][Cl:41].[F:32][C:33]([F:34])([F:35])[C:36]([OH:37])=[O:38].[n:1]1[n:2](-[c:6]2[c:7]([CH2:8][N:9]3[C:10](=[O:27])[C:11]4([CH2:12][CH2:13][CH2:14]3)[CH2:15][CH2:16][N:17]([C:20]([O:21][C:22]([CH3:23])([CH3:24])[CH3:25])=[O:26])[CH2:18][CH2:19]4)[cH:28][cH:29][cH:30][cH:31]2)[n:3][cH:4][cH:5]1>>[n:1]1[n:2](-[c:6]2[c:7]([CH2:8][N:9]3[C:10](=[O:27])[C:11]4([CH2:12][CH2:13][CH2:14]3)[CH2:15][CH2:16][NH:17][CH2:18][CH2:19]4)[cH:28][cH:29][cH:30][cH:31]2)[n:3][cH:4][cH:5]1.